Dataset: the Open Reaction Database (ORD), a public repository of structured organic reaction records. Task: describe an organic reaction: reactants, conditions, products, and yield Reactants: COc1ccccc1C(=O)Cl, CCc1cc2ccccc2o1, Cl, Cl[Sn]Cl, c1ccccc1. Product: CCc1oc2ccccc2c1C(=O)c1ccccc1OC. RXN SMILES: [C:12]([c:13]1[c:14]([O:19][CH3:20])[cH:15][cH:16][cH:17][cH:18]1)(=[O:21])[Cl:22].[CH2:1]([CH3:2])[c:3]1[o:4][c:5]2[c:6]([cH:7]1)[cH:8][cH:9][cH:10][cH:11]2.[ClH:26].[Sn:23]([Cl:24])[Cl:25].[cH:27]1[cH:28][cH:29][cH:30][cH:31][cH:32]1>>[CH2:1]([CH3:2])[c:3]1[o:4][c:5]2[c:6]([c:7]1[C:12]([c:13]1[c:14]([O:19][CH3:20])[cH:15][cH:16][cH:17][cH:18]1)=[O:21])[cH:8][cH:9][cH:10][cH:11]2. The reactants are Cl (HCl), CO (methanol), COC(=O)C1=C(OC(=CC1=O)C)C1=CC=C(C=C1)Cl (3-methoxycarbonyl-6-methyl-2-(4'-chlorophenyl)-4-pyrone), C(C)N (ethylamine). Run in O (water), C(C)(=O)O (acetic acid). Reaction conditions: time 30 minute. Product: C(C)N1C(=C(C(=O)OC)C(C=C1C)=O)C1=CC=C(C=C1)Cl (methyl 1-ethyl-6-methyl-2-(4'-chlorophenyl)-4-oxonicotinate). As a reaction SMILES: CO.[CH3:3][O:4][C:5]([C:7]1[C:12](=[O:13])[CH:11]=[C:10]([CH3:14])O[C:8]=1[C:15]1[CH:20]=[CH:19][C:18]([Cl:21])=[CH:17][CH:16]=1)=[O:6].[CH2:22]([NH2:24])[CH3:23].Cl>O.C(O)(=O)C>[CH2:22]([N:24]1[C:10]([CH3:14])=[CH:11][C:12](=[O:13])[C:7]([C:5]([O:4][CH3:3])=[O:6])=[C:8]1[C:15]1[CH:20]=[CH:19][C:18]([Cl:21])=[CH:17][CH:16]=1)[CH3:23]. Reported procedure: A 1000 ml flask is fitted with a magnetic stirring bar and a sidearm addition funnel. 500 ml of methanol, 30 ml of glacial acetic acid and 60 g of 3-methoxycarbonyl-6-methyl-2-(4'-chlorophenyl)-4-pyrone are added. 120 ml of 70% aqueous ethylamine is placed in the addition tunnel and added very slowly (4 hr. addition time). 50 ml of water is then added followed by 100 ml of concentrated HCl (cooling required). The reaction mixture is allowed to stand undisturbed for 30 minutes. The bulk of the me... The reactants are ClC1=CC(=NC=N1)NC=1SC(=CN1)C#N (2-[(6-chloropyrimidin-4-yl)amino]-1,3-thiazole-5-carbonitrile), N1(CCNCC1)CCN1C(NCC1)=O (1-(2-piperazin-1-ylethyl)imidazolidin-2-one), CCN(C(C)C)C(C)C (DIEA). Run in C(CCC)O (n-butanol). Product: O=C1N(CCN1)CCN1CCN(CC1)C1=CC(=NC=N1)NC=1SC(=CN1)C#N (2-[(6-{4-[2-(2-oxoimidazolidin-1-yl)ethyl]piperazin-1-yl}pyrimidin-4-yl)amino]-1,3-thiazole-5-carbonitrile). As a reaction SMILES: Cl[C:2]1[N:7]=[CH:6][N:5]=[C:4]([NH:8][C:9]2[S:10][C:11]([C:14]#[N:15])=[CH:12][N:13]=2)[CH:3]=1.[N:16]1([CH2:22][CH2:23][N:24]2[CH2:28][CH2:27][NH:26][C:25]2=[O:29])[CH2:21][CH2:20][NH:19][CH2:18][CH2:17]1.CCN(C(C)C)C(C)C>C(O)CCC>[O:29]=[C:25]1[NH:26][CH2:27][CH2:28][N:24]1[CH2:23][CH2:22][N:16]1[CH2:21][CH2:20][N:19]([C:2]2[N:7]=[CH:6][N:5]=[C:4]([NH:8][C:9]3[S:10][C:11]([C:14]#[N:15])=[CH:12][N:13]=3)[CH:3]=2)[CH2:18][CH2:17]1. Procedure: 35-1 (0.25 g, 1.06 mmol), 44-4 (0.21 g, 1.06 mmol) and DIEA (0.69 g, 5.32 mmol) were heated at 150° C. for 3 hours in n-butanol. Upon cooling the precipitate was filtered off, washed with n-butanol and ethyl ether and then dried to afford 44-5. Hi-Res MS: calc: 400.1663 found: 400.1633. 1H-NMR (CD3OD): 8.38(s, 1H); 7.99(s, 1H); 6.14(s, 1H); 3.65(m, 4H); 3.55(m, 2H); 3.39(m, 2H); 3.35(t, 2H); 2.59(complex, 6H). Reactants: CC(C)(C)[Si](C)(C)OCCC=O, C1CCOC1, CC(C)[N-]C(C)C, [Li]c1cccnc1Cl, Clc1ccccn1, [Li+]. Yields the product CC(C)(C)[Si](C)(C)OCCC(O)c1cccnc1Cl. As a reaction SMILES: [C:1]([CH3:2])([CH3:3])([CH3:4])[Si:5]([O:6][CH2:7][CH2:8][CH:9]=[O:10])([CH3:11])[CH3:12].[CH2:36]1[O:37][CH2:38][CH2:39][CH2:40]1.[CH3:22][CH:23]([N-:24][CH:25]([CH3:26])[CH3:27])[CH3:28].[Cl:13][c:14]1[n:15][cH:16][cH:17][cH:18][c:19]1[Li:20].[Cl:29][c:30]1[n:31][cH:32][cH:33][cH:34][cH:35]1.[Li+:21]>>[C:1]([CH3:2])([CH3:3])([CH3:4])[Si:5]([O:6][CH2:7][CH2:8][CH:9]([OH:10])[c:19]1[c:14]([Cl:13])[n:15][cH:16][cH:17][cH:18]1)([CH3:11])[CH3:12]. The reactants are COC=1C=C(CCN)C=CC1OC (3,4-dimethoxyphenethylamine), CC1=C(C2CO2)C=CC=C1 (o-methylstyrene oxide). Yields the product COC=1C=C(C=CC1OC)CCNCC(C1=C(C=CC=C1)C)O (N-[2-(3,4-dimethoxyphenyl)ethyl]-2-hydroxy-2-(2-methylphenyl)ethylamine). RXN SMILES: [CH3:1][O:2][C:3]1[CH:4]=[C:5]([CH:9]=[CH:10][C:11]=1[O:12][CH3:13])[CH2:6][CH2:7][NH2:8].[CH3:14][C:15]1[CH:23]=[CH:22][CH:21]=[CH:20][C:16]=1[CH:17]1[O:19][CH2:18]1>>[CH3:1][O:2][C:3]1[CH:4]=[C:5]([CH2:6][CH2:7][NH:8][CH2:18][CH:17]([OH:19])[C:16]2[CH:20]=[CH:21][CH:22]=[CH:23][C:15]=2[CH3:14])[CH:9]=[CH:10][C:11]=1[O:12][CH3:13]. Procedure details: Similarly a mixture of 13.6 g. (0.0753 mol) of 3,4-dimethoxyphenethylamine and 10.1 g. (0.753 mol) of o-methylstyrene oxide is stirred at 100° C. under argon for 16 hours to yield N-[2-(3,4-dimethoxyphenyl)ethyl]-2-hydroxy-2-(2-methylphenyl)ethylamine, m.p. 91°-94° C. The reactants are NNC(=S)Nc1ccc(C(=O)O)cc1, CN(C)C=O, O=Cc1cc(Cl)cc(Cl)c1O, Cl, O. Yields the product O=C(O)c1ccc(NC(=S)NN=Cc2cc(Cl)cc(Cl)c2O)cc1. RXN SMILES: [C:2](=[O:3])([OH:4])[c:5]1[cH:6][cH:7][c:8]([NH:11][C:12]([NH:13][NH2:14])=[S:15])[cH:9][cH:10]1.[CH3:28][N:29]([CH3:30])[CH:31]=[O:32].[Cl:16][c:17]1[c:18]([OH:26])[c:19]([CH:20]=[O:21])[cH:22][c:23]([Cl:25])[cH:24]1.[ClH:1].[OH2:27]>>[C:2](=[O:3])([OH:4])[c:5]1[cH:6][cH:7][c:8]([NH:11][C:12]([NH:13][N:14]=[CH:20][c:19]2[c:18]([OH:26])[c:17]([Cl:16])[cH:24][c:23]([Cl:25])[cH:22]2)=[S:15])[cH:9][cH:10]1. Starting materials: Cl (hydrochloric acid), C1(=CC=CC=C1)SC (thioanisole), C(C(=O)Cl)(=O)Cl (oxalyl chloride), [Al+3].[Cl-].[Cl-].[Cl-] (AlCl3), FC(C(=O)N[C@@H](C)C(=O)O)(F)F (N-(trifluoroacetyl)-L-alanine), C1(=CC=CC=C1)SC (thioanisole), FC(C(=O)N[C@@H](C)C(=O)O)(F)F (N-(trifluoroacetyl)-L-alanine). Solvent: N1=CC=CC=C1 (pyridine). Conditions: time 2 hour. The product is FC(C(=O)NC(C(=O)C=1SC=C(C1)C)C)(F)F ((−)-2-[N-(trifluoroacetyl)amino]-1-(4-methylthiophenyl)-1-propanone). Isolated yield 35.0%. RXN SMILES: [F:1][C:2]([F:12])([F:11])[C:3]([NH:5][C@H:6]([C:8]([OH:10])=O)[CH3:7])=[O:4].C(Cl)(=O)C(Cl)=O.[Al+3].[Cl-].[Cl-].[Cl-].Cl.[C:24]1([S:30][CH3:31])[CH:29]=[CH:28][CH:27]=CC=1>N1C=CC=CC=1>[F:11][C:2]([F:1])([F:12])[C:3]([NH:5][CH:6]([CH3:7])[C:8]([C:24]1[S:30][CH:31]=[C:28]([CH3:27])[CH:29]=1)=[O:10])=[O:4] |f:2.3.4.5|. Reported procedure: To a stirred mixture of N-(trifluoroacetyl)-L-alanine (5.05 g, 27.3 mmol) and pyridine (0.3 mL) was added oxalyl chloride (7.62 g, 60 mmol) at 0° C. under a nitrogen atmosphere. The reaction mixture was then allowed to warm to room temperature and stirred for an additional 2 hrs. The reaction mixture was then concentrated under reduced pressure to provide an oil that was combined with 8 mL of thioanisole. The resulting solution was then added a solution of AlCl3 (76 mmol, about 2.8 eq. relative ... Reactants: COC(=O)C(CC1CCCC1)n1ncc(Oc2cccc3[nH]ccc23)cc1=O, CO, Cl, [Na+], [OH-], O. Product: O=C(O)C(CC1CCCC1)n1ncc(Oc2cccc3[nH]ccc23)cc1=O. As a reaction SMILES: [CH3:1][O:2][C:3]([CH:4]([CH2:5][CH:6]1[CH2:7][CH2:8][CH2:9][CH2:10]1)[n:11]1[n:12][cH:13][c:14]([O:18][c:19]2[c:20]3[cH:21][cH:22][nH:23][c:24]3[cH:25][cH:26][cH:27]2)[cH:15][c:16]1=[O:17])=[O:28].[CH3:32][OH:33].[ClH:31].[Na+:30].[OH-:29].[OH2:34]>>[O:2]=[C:3]([CH:4]([CH2:5][CH:6]1[CH2:7][CH2:8][CH2:9][CH2:10]1)[n:11]1[n:12][cH:13][c:14]([O:18][c:19]2[c:20]3[cH:21][cH:22][nH:23][c:24]3[cH:25][cH:26][cH:27]2)[cH:15][c:16]1=[O:17])[OH:28]. The reactants are O=C([O-])[O-], CN(C)C=O, Oc1ccccc1OCC(F)(F)F, [K+], [K+], OCCCl. The product is OCCOc1ccccc1OCC(F)(F)F. As a reaction SMILES: [C:14](=[O:15])([O-:16])[O-:17].[CH3:24][N:25]([CH3:26])[CH:27]=[O:28].[F:1][C:2]([CH2:3][O:4][c:5]1[c:6]([OH:11])[cH:7][cH:8][cH:9][cH:10]1)([F:12])[F:13].[K+:18].[K+:19].[OH:20][CH2:21][CH2:22][Cl:23]>>[F:1][C:2]([CH2:3][O:4][c:5]1[c:6]([O:11][CH2:22][CH2:21][OH:20])[cH:7][cH:8][cH:9][cH:10]1)([F:12])[F:13]. Reactants: FC(C1=NC=C(C=O)C=C1)(F)F (6-(trifluoromethyl)nicotinaldehyde), C(CCC)[Li] (n-butyllithium), CCCCCC (hexane). The reagents and catalysts are [Br-].C[P+](C1=CC=CC=C1)(C1=CC=CC=C1)C1=CC=CC=C1 (methyltriphenylphosphonium bromide). Solvent: C1CCOC1 (THF), C1CCOC1 (THF), O (water). Run at time 3 hour. Product: FC(C1=NC=C(C=C1)C=C)(F)F (2-(Trifluoromethyl)-5-vinylpyridine). Reaction SMILES: [CH2:1]([Li])CCC.CCCCCC.[F:12][C:13]([F:23])([F:22])[C:14]1[CH:21]=[CH:20][C:17]([CH:18]=O)=[CH:16][N:15]=1>[Br-].C[P+](C1C=CC=CC=1)(C1C=CC=CC=1)C1C=CC=CC=1.C1COCC1.O>[F:12][C:13]([F:23])([F:22])[C:14]1[CH:21]=[CH:20][C:17]([CH:18]=[CH2:1])=[CH:16][N:15]=1 |f:3.4|. Procedure details: A suspension of methyltriphenylphosphonium bromide (24.4 g, 68.4 mmol) in THF (150 mL) at −78° C. under an atmosphere of nitrogen was added 2.5 M of n-butyllithium in hexane (27 mL, 67.5 mmol) during a period of 12 mins. The reaction was warmed to room temperature to give a deep red ylide solution. To the ylide solution, cooled in ice, was introduced a solution of 6-(trifluoromethyl)nicotinaldehyde (10 g, 57 mmol) in THF (50 mL). The reaction mixture was warmed to room temperature and stirred fo...